Dataset: the Open Reaction Database (ORD), a public repository of structured organic reaction records. Task: describe an organic reaction: reactants, conditions, products, and yield Starting materials: O=P(Cl)(Cl)Cl (POCl3), ice, ClCC(=O)N(C)C (2-chloro-N,N-dimethyl-acetamide), C1=CN2CCCC3=CC=CC1=C23 (5,6-dihydro-4H-pyrrolo[3,2,1-ij]quinoline), ice, [OH-].[Na+] (sodium hydroxide). Run in C(Cl)Cl (DCM), ClCCl (dichloromethane). Run at temperature 80 celsius, time 2 hour. Yields the product ClCC(=O)C1=CN2CCCC3=CC=CC1=C23 (2-Chloro-1-(5,6-dihydro-4H-pyrrolo[3,2,1-ij]quinolin-1-yl)-ethanone), solid. Yield: 71.0%. As a reaction SMILES: [Cl:1][CH2:2][C:3](N(C)C)=[O:4].O=P(Cl)(Cl)Cl.[CH:13]1[C:23]2=[C:24]3[C:19](=[CH:20][CH:21]=[CH:22]2)[CH2:18][CH2:17][CH2:16][N:15]3[CH:14]=1.[OH-].[Na+]>C(Cl)Cl>[Cl:1][CH2:2][C:3]([C:13]1[C:23]2=[C:24]3[C:19](=[CH:20][CH:21]=[CH:22]2)[CH2:18][CH2:17][CH2:16][N:15]3[CH:14]=1)=[O:4] |f:3.4|. Reported procedure: To an ice-cooled solution of 2-chloro-N,N-dimethyl-acetamide (10 mL, 97.5 mmol) was added POCl3 (14 mL, 149.5 mmol). The clear mixture was stirred at room temperature for 20 min 5,6-dihydro-4H-pyrrolo[3,2,1-ij]quinoline (10.20 g, 65.0 mmol, for preparation see WO06086486A1) was added. The mixture was stirred at 80° C. for two hours. The mixture was poured on to ice (200 mL) and dichloromethane (300 mL). Aqueous sodium hydroxide was added to adjust to pH>12. The dichloromethane layer was separate... The reactants are CC(C)(C)OC(=O)N(N(C(=O)OC(C)(C)C)C1=NC(=NC(=C1F)N(C)CC=1N=C(SC1)N)Cl)C(=O)OC(C)(C)C (Tris(1,1-dimethylethyl)2-{6-[[(2-amino-1,3-thiazol-4-yl)methyl](methyl)amino]-2-chloro-5-fluoro-4-pyrimidinyl}-1,1,2-hydrazinetricarboxylate), Cl (HCl). Run in CO (methanol), O1CCOCC1 (dioxane). The product is Cl.Cl.Cl.NC=1SC=C(N1)CN(C1=C(C(N=C(N1)Cl)=NN)F)C (6-[[(2-amino-1,3-thiazol-4-yl)methyl](methyl)amino]-2-chloro-5-fluoro-4(1H)-pyrimidinone hydrazone trihydrochloride). Yield: 83.0%. RXN SMILES: CC(OC([N:8](C(OC(C)(C)C)=O)[N:9]([C:17]1[C:22]([F:23])=[C:21]([N:24]([CH2:26][C:27]2[N:28]=[C:29]([NH2:32])[S:30][CH:31]=2)[CH3:25])[N:20]=[C:19]([Cl:33])[N:18]=1)C(OC(C)(C)C)=O)=O)(C)C.[ClH:41]>CO.O1CCOCC1>[ClH:33].[ClH:41].[ClH:33].[NH2:32][C:29]1[S:30][CH:31]=[C:27]([CH2:26][N:24]([CH3:25])[C:21]2[NH:20][C:19]([Cl:33])=[N:18][C:17](=[N:9][NH2:8])[C:22]=2[F:23])[N:28]=1 |f:4.5.6.7|. Procedure: Tris(1,1-dimethylethyl)2-{6-[[(2-amino-1,3-thiazol-4-yl)methyl](methyl)amino]-2-chloro-5-fluoro-4-pyrimidinyl}-1,1,2-hydrazinetricarboxylate (220 mg, 0.36 mmol) was dissolved in 10 mL of methanol and stirred. To this solution, 5 mL of 4M HCl in dioxane was slowly added. The mixture was stirred for 3 days and was evaporated to provide 6-[[(2-amino-1,3-thiazol-4-yl)methyl](methyl)amino]-2-chloro-5-fluoro-4(1H)-pyrimidinone hydrazone trihydrochloride (150 mg, 83%). LCMS: (M+H)+: 303.9.